From a dataset of the Open Reaction Database (ORD), a public repository of structured organic reaction records. describe an organic reaction: reactants, conditions, products, and yield Starting materials: FC(C=1C=C(C=CC1)C(=CC=O)C1=CC(=CC=C1)C(F)(F)F)(F)F (3,3-bis[3-(trifluoromethyl)phenyl]-2-propenal), C(=O)(OCC)C=P(C1=CC=CC=C1)(C1=CC=CC=C1)C1=CC=CC=C1 ((carbethoxymethylene)triphenylphosphorane), CO (methanol), esters. Product: C(C)OC(\C=C/C=C(C1=CC(=CC=C1)C(F)(F)F)C1=CC(=CC=C1)C(F)(F)F)=O ((Z)-5,5-bis[3-(trifluoromethyl) phenyl]-2,4-pentadienoic acid ethyl ester), C(C)OC(\C=C\C=C(C1=CC(=CC=C1)C(F)(F)F)C1=CC(=CC=C1)C(F)(F)F)=O ((E)-5,5-bis[3-(trifluoromethyl)phenyl]-2,4-pentadienoic acid ethyl ester). As a reaction SMILES: [F:1][C:2]([F:24])([F:23])[C:3]1[CH:4]=[C:5]([C:9]([C:13]2[CH:18]=[CH:17][CH:16]=[C:15]([C:19]([F:22])([F:21])[F:20])[CH:14]=2)=[CH:10]C=O)[CH:6]=[CH:7][CH:8]=1.[C:25]([CH:30]=P(C1C=CC=CC=1)(C1C=CC=CC=1)C1C=CC=CC=1)([O:27][CH2:28][CH3:29])=[O:26].[CH3:50]O>>[CH2:28]([O:27][C:25](=[O:26])/[CH:30]=[CH:50]\[CH:10]=[C:9]([C:13]1[CH:18]=[CH:17][CH:16]=[C:15]([C:19]([F:22])([F:21])[F:20])[CH:14]=1)[C:5]1[CH:6]=[CH:7][CH:8]=[C:3]([C:2]([F:1])([F:23])[F:24])[CH:4]=1)[CH3:29].[CH2:28]([O:27][C:25](=[O:26])/[CH:30]=[CH:50]/[CH:10]=[C:9]([C:13]1[CH:18]=[CH:17][CH:16]=[C:15]([C:19]([F:22])([F:21])[F:20])[CH:14]=1)[C:5]1[CH:6]=[CH:7][CH:8]=[C:3]([C:2]([F:1])([F:23])[F:24])[CH:4]=1)[CH3:29]. Reported procedure: A solution of 3,3-bis[3-(trifluoromethyl)phenyl]-2-propenal (18.5 g) and (carbethoxymethylene)triphenylphosphorane (19.15 g) in methanol (100 mL) was stirred at room temperature for 1 hour. The usual work up furnished a mixture of isomeric esters that was separated by HPLC (hexane-dichloromethane; 2:1) to give 2.8 g of the less polar (Z)-5,5-bis[3-(trifluoromethyl) phenyl]-2,4-pentadienoic acid ethyl ester and 16.8 g of (E)-5,5-bis[3-(trifluoromethyl)phenyl]-2,4-pentadienoic acid ethyl ester. A ... The reactants are TEFLON, S(=O)(=O)(O)C=1C=C(C(=O)OC(C)C)C=C(C1)S(=O)(=O)O (2-propyl 3,5-disulfobenzoate), C(C)C(CO)CCCC (2-ethylhexanol). The solvent is C(C)(C)O (isopropyl alcohol). Run at time 3 hour. Yields the product S(=O)(=O)(O)C=1C=C(C(=O)OCC(CCCC)CC)C=C(C1)S(=O)(=O)O (2-Ethylhexyl 3,5-disulfobenzoate). RXN SMILES: [S:1]([C:5]1[CH:6]=[C:7]([CH:14]=[C:15]([S:17]([OH:20])(=[O:19])=[O:18])[CH:16]=1)[C:8]([O:10]C(C)C)=[O:9])([OH:4])(=[O:3])=[O:2].[CH2:21]([CH:23]([CH2:26][CH2:27][CH2:28][CH3:29])[CH2:24]O)[CH3:22]>C(O)(C)C>[S:1]([C:5]1[CH:6]=[C:7]([CH:14]=[C:15]([S:17]([OH:20])(=[O:18])=[O:19])[CH:16]=1)[C:8]([O:10][CH2:24][CH:23]([CH2:21][CH3:22])[CH2:26][CH2:27][CH2:28][CH3:29])=[O:9])([OH:4])(=[O:2])=[O:3]. Procedure: Into a one-liter, four-necked round bottom flask equipped with a thermometer, distillation head, and a glass stirrer with TEFLON paddle were charged 177 grams of 2-propyl 3,5-disulfobenzoate solution in isopropyl alcohol and 200 grams of 2-ethylhexanol. The solution was vacuum distilled to a pot temperature of 105° C. and then held at this temperature for an additional three hours. The resultant 2-ethylhexyl 3,5-disulfobenzoate was a brown viscous oil with an acid value of 165. Starting materials: BrC=1C=C(OC2CN(C2)C(=O)Cl)C=CC1 (3-(3-bromophenoxy)-1 -azetidinecarbonyl chloride), CN (monomethylamine). The solvent is O (water), O1CCCC1 (tetrahydrofuran). Conditions: time 48 hour. The product is BrC=1C=C(OC2CN(C2)C(=O)NC)C=CC1 (3-(3-Bromophenoxy)-N-methyl-1-azetidinecarboxamide). Yield: 35.1%. RXN SMILES: [Br:1][C:2]1[CH:3]=[C:4]([CH:13]=[CH:14][CH:15]=1)[O:5][CH:6]1[CH2:9][N:8]([C:10](Cl)=[O:11])[CH2:7]1.[CH3:16][NH2:17]>O1CCCC1.O>[Br:1][C:2]1[CH:3]=[C:4]([CH:13]=[CH:14][CH:15]=1)[O:5][CH:6]1[CH2:9][N:8]([C:10]([NH:17][CH3:16])=[O:11])[CH2:7]1. Procedure details: A stirred solution of 5.8 g (0.02 mole) of 3-(3-bromophenoxy)-1 -azetidinecarbonyl chloride in 20 ml of tetrahydrofuran was treated with 4.7 g (0.06 mole) of 40 % aqueous monomethylamine. After stirring for 48 hr, the reaction mixture was diluted with 100 ml of water and the solid which formed was collected by filtration (6.0 g). Recrystallization from benzene yielded 2.0 g (35.1%) of tan crystals, m.p. 134°-135° C. The reactants are [H-].[Na+] (NaH), CN(C)C=O (DMF), FC1=C(C=CC(=C1)F)C1=NNC=C1C=1C=CC=2N(N1)C(=NN2)C(C)C (6-(3-(2,4-difluorophenyl)-1H-pyrazol-4-yl)-3-isopropyl-[1,2,4]triazolo[4,3-b]pyridazine), S(=O)(=O)(C1=CC=C(C)C=C1)OC1CN(CC1)C(=O)OC(C)(C)C (tert-Butyl 3-(tosyloxy)pyrrolidine-1-carboxylate). Run in C(Cl)Cl (DCM). Conditions: time 30 minute. The product is FC1=C(C=CC(=C1)F)C1=NN(C=C1C=1C=CC=2N(N1)C(=NN2)C(C)C)C2CN(CC2)C(=O)OC(C)(C)C (tert-Butyl 3-(3-(2,4-difluorophenyl)-4-(3-isopropyl-[1,2,4]triazolo[4,3-b]pyridazin-6-yl)-1H-pyrazol-1-yl)pyrrolidine-1-carboxylate). The yield is 59.5%. As a reaction SMILES: [H-].[Na+].CN(C=O)C.[F:8][C:9]1[CH:14]=[C:13]([F:15])[CH:12]=[CH:11][C:10]=1[C:16]1[C:20]([C:21]2[CH:22]=[CH:23][C:24]3[N:25]([C:27]([CH:30]([CH3:32])[CH3:31])=[N:28][N:29]=3)[N:26]=2)=[CH:19][NH:18][N:17]=1.S(O[CH:44]1[CH2:48][CH2:47][N:46]([C:49]([O:51][C:52]([CH3:55])([CH3:54])[CH3:53])=[O:50])[CH2:45]1)(C1C=CC(C)=CC=1)(=O)=O>C(Cl)Cl>[F:8][C:9]1[CH:14]=[C:13]([F:15])[CH:12]=[CH:11][C:10]=1[C:16]1[C:20]([C:21]2[CH:22]=[CH:23][C:24]3[N:25]([C:27]([CH:30]([CH3:32])[CH3:31])=[N:28][N:29]=3)[N:26]=2)=[CH:19][N:18]([CH:48]2[CH2:44][CH2:45][N:46]([C:49]([O:51][C:52]([CH3:55])([CH3:54])[CH3:53])=[O:50])[CH2:47]2)[N:17]=1 |f:0.1|. Reported procedure: To a round bottom flask was added NaH (0.065 g, 1.6 mmol), DMF (4 mL) and 6-(3-(2,4-difluorophenyl)-1H-pyrazol-4-yl)-3-isopropyl-[1,2,4]triazolo[4,3-b]pyridazine (0.500 g, 1.47 mmol, Example #L.1.1). The reaction mixture was stirred for about 30 min at ambient temperature. tert-Butyl 3-(tosyloxy)pyrrolidine-1-carboxylate (0.652 g, 1.91 mmol, prepared according to US 2002/0151712, Example #34c) was added and the reaction mixture was stirred for about 30 min at ambient temperature. The reaction mi... As a reaction SMILES: [NH2:1][N:2]1[CH:3]([CH3:9])[CH2:4][CH2:5][CH2:6][CH:7]1[CH3:8].[Na:10][C:11]#[N:12].[O:13]([c:14]1[cH:15][cH:16][cH:17][cH:18][cH:19]1)[CH2:20][CH:21]=[O:22]>>[NH:1]([N:2]1[CH:3]([CH3:9])[CH2:4][CH2:5][CH2:6][CH:7]1[CH3:8])[CH:21]([C:11]#[N:12])[CH2:20][O:13][c:14]1[cH:15][cH:16][cH:17][cH:18][cH:19]1. Starting materials: CC1CCCC(C)N1N, N#C[Na], O=CCOc1ccccc1. The product is CC1CCCC(C)N1NC(C#N)COc1ccccc1. The reactants are FC1=C(C#N)C=CC(=C1)OC (2-Fluoro-4-methoxy-benzonitrile), OC=1C(=C(C=O)C=CC1)OC (3-hydroxy-2-methoxybenzaldehyde), C([O-])([O-])=O.[Cs+].[Cs+] (cesium carbonate), [OH-].[Na+] (sodium hydroxide). Solvent: CN(C)C=O (DMF). Product: C(=O)C=1C(=C(OC2=C(C#N)C=CC(=C2)OC)C=CC1)OC (2-(3-formyl-2-methoxy-phenoxy)-4-methoxy-benzonitrile). The yield is 74.5%. Reaction SMILES: F[C:2]1[CH:9]=[C:8]([O:10][CH3:11])[CH:7]=[CH:6][C:3]=1[C:4]#[N:5].[OH:12][C:13]1[C:14]([O:21][CH3:22])=[C:15]([CH:18]=[CH:19][CH:20]=1)[CH:16]=[O:17].C(=O)([O-])[O-].[Cs+].[Cs+].[OH-].[Na+]>CN(C=O)C>[CH:16]([C:15]1[C:14]([O:21][CH3:22])=[C:13]([CH:20]=[CH:19][CH:18]=1)[O:12][C:2]1[CH:9]=[C:8]([O:10][CH3:11])[CH:7]=[CH:6][C:3]=1[C:4]#[N:5])=[O:17] |f:2.3.4,5.6|. Reported procedure: 2-Fluoro-4-methoxy-benzonitrile (0.28 g, 1.8 mmol), 3-hydroxy-2-methoxybenzaldehyde (0.28 g, 1.8 mmol) and cesium carbonate (0.90 g, 2.4 mmol) were heated with stirring in dry DMF (4 mL) at 50° C. for 40 h. The reaction mixture was cooled, poured into 1N sodium hydroxide solution and extracted with ethyl acetate. The ethyl acetate layer was separated, washed with 1N sodium hydroxide solution (4×), water (4×), brine (1×), and dried over MgSO4. After filtration, the solvent was removed in vacuo to... Reactants: C=1(C(=CC=CC1)CO)CO (o-xylylene glycol), raw material, C=1(C(=CC=CC1)CO)CO (o-xylylene glycol), [N+](=O)(O)[O-] (nitric acid), O (water). Run in C(C)(=O)O (acetic acid). Run at temperature 70 celsius, time 1 hour. Product: C(C=1C(C=O)=CC=CC1)=O (phthalaldehyde). Isolated yield 84.0%. As a reaction SMILES: [C:1]1([CH2:9][OH:10])[C:2]([CH2:7][OH:8])=[CH:3][CH:4]=[CH:5][CH:6]=1.[N+]([O-])(O)=O.O>C(O)(=O)C>[CH:9](=[O:10])[C:1]1[C:2](=[CH:3][CH:4]=[CH:5][CH:6]=1)[CH:7]=[O:8]. Reported procedure: In a 1000-ml three-neck flask equipped with a thermometer, a reflux condenser and a stirrer were placed 50 g of o-xylylene glycol, 78.4 g of 60% by weight nitric acid, 170.1 g of water, and 201.5 g of acetic acid. The mixture was raised in temperature to 70° C. on an oil bath and was stirred under these conditions for 1 hour. After cooling, the reaction mixture was analyzed by gas chromatography to find that the raw material o-xylylene glycol was completely absent and that phthalaldehyde was for...